This data is from the Open Reaction Database (ORD), a public repository of structured organic reaction records. The task is: describe an organic reaction: reactants, conditions, products, and yield Starting materials: O=Cc1coc(C(CCCC2CCCCC2)CC(=O)NOCc2ccccc2)n1, NC1CCCC1. The product is O=C(CC(CCCC1CCCCC1)c1nc(CNC2CCCC2)co1)NOCc1ccccc1. RXN SMILES: [CH2:1]([c:2]1[cH:3][cH:4][cH:5][cH:6][cH:7]1)[O:8][NH:9][C:10]([CH2:11][CH:12]([CH2:13][CH2:14][CH2:15][CH:16]1[CH2:17][CH2:18][CH2:19][CH2:20][CH2:21]1)[c:22]1[o:23][cH:24][c:25]([CH:27]=[O:28])[n:26]1)=[O:29].[CH:30]1([NH2:35])[CH2:31][CH2:32][CH2:33][CH2:34]1>>[CH2:1]([c:2]1[cH:3][cH:4][cH:5][cH:6][cH:7]1)[O:8][NH:9][C:10]([CH2:11][CH:12]([CH2:13][CH2:14][CH2:15][CH:16]1[CH2:17][CH2:18][CH2:19][CH2:20][CH2:21]1)[c:22]1[o:23][cH:24][c:25]([CH2:27][NH:35][CH:30]2[CH2:31][CH2:32][CH2:33][CH2:34]2)[n:26]1)=[O:29]. The reactants are CC(C)Br, C1COCCO1, Nc1cccc(S)c1, [Na+], [OH-]. Product: CC(C)Sc1cccc(N)c1. As a reaction SMILES: [Br:11][CH:12]([CH3:13])[CH3:14].[CH2:15]1[O:16][CH2:17][CH2:18][O:19][CH2:20]1.[NH2:1][c:2]1[cH:3][c:4]([SH:8])[cH:5][cH:6][cH:7]1.[Na+:10].[OH-:9]>>[NH2:1][c:2]1[cH:3][c:4]([S:8][CH:12]([CH3:13])[CH3:14])[cH:5][cH:6][cH:7]1. Reactants: ClC1=C(C=CC(=C1Cl)OC)C1=NSC2=C1C=CC=C2 (3-(2,3-dichloro-4-methoxyphenyl)benzisothiazole), B(Br)(Br)Br (BBr3), ice water. Solvent: ClCCCl (1,2-dichloroethane). The product is S1N=C(C2=C1C=CC=C2)C2=C(C(=C(C=C2)O)Cl)Cl (4-(benzisothiazol-3-yl)-2,3-dichlorophenol). The yield is 95.8%. RXN SMILES: [Cl:1][C:2]1[C:7]([Cl:8])=[C:6]([O:9]C)[CH:5]=[CH:4][C:3]=1[C:11]1[C:15]2[CH:16]=[CH:17][CH:18]=[CH:19][C:14]=2[S:13][N:12]=1.B(Br)(Br)Br>ClCCCl>[S:13]1[C:14]2[CH:19]=[CH:18][CH:17]=[CH:16][C:15]=2[C:11]([C:3]2[CH:4]=[CH:5][C:6]([OH:9])=[C:7]([Cl:8])[C:2]=2[Cl:1])=[N:12]1. Reported procedure: A mixture containing 8.2 g of 3-(2,3-dichloro-4-methoxyphenyl)benzisothiazole, 100 ml of 1,2-dichloroethane and 100 ml of BBr3 was refluxed for 30 minutes. Itwas then poured into ice/water and the organic solvent was removed under reduced pressure. The product was then filtered off, washed with hexane and dried to give 7.50 g (96%) of 4-(benzisothiazol-3-yl)-2,3-dichlorophenol. The reactants are N12CCCCCC2=NCCC1 (1,8-diazabicyclo[5,4,0]undec-7-ene), Cl (HCl), O (water), FC(C(F)(F)F)(C1=CC(=NC=C1)C(=O)N)F (4-pentafluoroethylpyridine-2-carboxamide), oxime, C(=O)(N1C=NC=C1)N1C=NC=C1 (1,1′-carbonyldiimidazole). Solvent: O1CCCC1 (tetrahydrofuran). Conditions: time 2 hour. Yields the product FC(C(F)(F)F)(C1=CC(=NC=C1)C=1NOC(N1)=O)F (3-(4-pentafluoroethylpyridin-2-yl)-1,2,4-oxadiazol-5-one). Reaction SMILES: [F:1][C:2]([F:16])([C:7]1[CH:12]=[CH:11][N:10]=[C:9]([C:13]([NH2:15])=O)[CH:8]=1)[C:3]([F:6])([F:5])[F:4].[C:17](N1C=CN=C1)(N1C=CN=C1)=[O:18].[N:29]12CCCN=C1CCCCC2.Cl.[OH2:41]>O1CCCC1>[F:1][C:2]([F:16])([C:7]1[CH:12]=[CH:11][N:10]=[C:9]([C:13]2[NH:29][O:41][C:17](=[O:18])[N:15]=2)[CH:8]=1)[C:3]([F:6])([F:5])[F:4]. Reported procedure: To 8 ml of tetrahydrofuran were added 0.9 g of 4-pentafluoroethylpyridine-2-carboxamide=oxime and 0.95 g of 1,1′-carbonyldiimidazole, and the mixture was stirred at room temperature for 2 hours. Thereafter, 0.89 g of 1,8-diazabicyclo[5,4,0]undec-7-ene was added at 0° C., and the mixture was stirred for 2 hours. To the reaction solution were added water and 10% HCl, the resultant solution was extracted with ethyl acetate three times, and the organic layers were combined, dried with anhydrous magn... Starting materials: ClC1=C2C=3CCCC(C3NC2=C(C=C1)Cl)=O (5,8-dichloro-2,3,4,9-tetrahydro-1H-carbazol-1-one), [F-].[Cs+] (CsF), C(F)(F)(F)[Si](C)(C)C (CF3TMS). The solvent is C1CCOC1 (THF). Run at time 18 hour. Yields the product ClC1=C2C=3C(CCC(C3NC2=C(C=C1)Cl)O)C(F)(F)F (5,8-Dichloro-4-(trifluoromethyl)-2,3,4,9-tetrahydro-1H-carbazol-1-ol). Isolated yield 100.5%. RXN SMILES: [Cl:1][C:2]1[CH:14]=[CH:13][C:12]([Cl:15])=[C:11]2[C:3]=1[C:4]1[CH2:5][CH2:6][CH2:7][C:8](=[O:16])[C:9]=1[NH:10]2.[F-].[Cs+].[C:19]([Si](C)(C)C)([F:22])([F:21])[F:20]>C1COCC1>[Cl:1][C:2]1[CH:14]=[CH:13][C:12]([Cl:15])=[C:11]2[C:3]=1[C:4]1[CH:5]([C:19]([F:22])([F:21])[F:20])[CH2:6][CH2:7][CH:8]([OH:16])[C:9]=1[NH:10]2 |f:1.2|. Procedure: To a solution of 5,8-dichloro-2,3,4,9-tetrahydro-1H-carbazol-1-one (0.1 g, 0.39 mmol) in anhydrous THF (8 mL) at 0° C., CsF (59 mg, 0.39 mmol) and CF3TMS (0.56 g, 3.93 mmol) were added. The reaction mixture was slowly warmed to room temperature and stirred for 18 h. After the volatiles were removed in vacuo, the residue was diluted with water and extracted with EtOAc (2×15 mL) to give the crude compound which was purified by silica gel chromatography [EtOAc-hexane (1:4) as eluant] to give the ti... The reactants are CO, Cl, FC(F)(F)c1ccc(C2=CCNC2)cc1. The product is FC(F)(F)c1ccc(C2CCNC2)cc1. RXN SMILES: [CH3:17][OH:18].[ClH:16].[F:1][C:2]([c:3]1[cH:4][cH:5][c:6]([C:9]2=[CH:13][CH2:12][NH:11][CH2:10]2)[cH:7][cH:8]1)([F:14])[F:15]>>[F:1][C:2]([c:3]1[cH:4][cH:5][c:6]([CH:9]2[CH2:10][NH:11][CH2:12][CH2:13]2)[cH:7][cH:8]1)([F:14])[F:15]. Reactants: OC1=CC=C(C=C1)CCCCN1C=NC=C1 (1-[4-(4-hydroxyphenyl)butyl]imidazole), ClCC1=NC(=NO1)C=1SC=CC1 (5-chloromethyl-3-(2-thienyl)-1,2,4-oxadiazole). The product is N1(C=NC=C1)CCCCC1=CC=C(OCC2=NC(=NO2)C=2SC=CC2)C=C1 (5-[4-[4-(1-imidazolyl)butyl]phenoxymethyl]-3-(2-thienyl)-1,2,4-oxadiazole). The yield is 29.0%. RXN SMILES: [OH:1][C:2]1[CH:7]=[CH:6][C:5]([CH2:8][CH2:9][CH2:10][CH2:11][N:12]2[CH:16]=[CH:15][N:14]=[CH:13]2)=[CH:4][CH:3]=1.Cl[CH2:18][C:19]1[O:23][N:22]=[C:21]([C:24]2[S:25][CH:26]=[CH:27][CH:28]=2)[N:20]=1>>[N:12]1([CH2:11][CH2:10][CH2:9][CH2:8][C:5]2[CH:6]=[CH:7][C:2]([O:1][CH2:18][C:19]3[O:23][N:22]=[C:21]([C:24]4[S:25][CH:26]=[CH:27][CH:28]=4)[N:20]=3)=[CH:3][CH:4]=2)[CH:16]=[CH:15][N:14]=[CH:13]1. Procedure details: In substantially the same manner as in Working Example 72, 1-[4-(4-hydroxyphenyl)butyl]imidazole was reacted with 5-chloromethyl-3-(2-thienyl)-1,2,4-oxadiazole to obtain 5-[4-[4-(1-imidazolyl)butyl]phenoxymethyl]-3-(2-thienyl)-1,2,4-oxadiazole. The yield was 29%. Recrystallization from a ethyl acetate-MeOH gave colorless prisms, mp 94-95° C.